Dataset: the Open Reaction Database (ORD), a public repository of structured organic reaction records. Task: describe an organic reaction: reactants, conditions, products, and yield Starting materials: Cn1c2ccccc2c2c3c(c4c5ccccc5n(CCC#N)c4c21)C(=O)NC3=O, CCO, CO. Yields the product Cn1c2ccccc2c2c3c(c4c5ccccc5n(CCCN)c4c21)C(=O)NC3=O. RXN SMILES: [C:1](#[N:2])[CH2:3][CH2:4][n:5]1[c:6]2[cH:7][cH:8][cH:9][cH:10][c:11]2[c:12]2[c:13]3[c:14]([c:15]4[c:16]([c:17]12)[n:18]([CH3:25])[c:19]1[cH:20][cH:21][cH:22][cH:23][c:24]41)[C:26](=[O:30])[NH:27][C:28]3=[O:29].[CH3:31][CH2:32][OH:33].[CH3:34][OH:35]>>[CH2:1]([NH2:2])[CH2:3][CH2:4][n:5]1[c:6]2[cH:7][cH:8][cH:9][cH:10][c:11]2[c:12]2[c:13]3[c:14]([c:15]4[c:16]([c:17]12)[n:18]([CH3:25])[c:19]1[cH:20][cH:21][cH:22][cH:23][c:24]41)[C:26](=[O:30])[NH:27][C:28]3=[O:29]. The solvent is C(Cl)Cl (DCM), [Na].[H][H] (sodium hydrogen). Yields the product FC1=C(C=CC(=C1)OCC1=CC=C(C=C1)F)NC(CNC=O)=O (N-[2-Fluoro-4-(4-fluoro-benzyloxy)-phenyl]-2-formylamino-acetamide). Procedure: A mixture of acetic anhydride (40 mg, 0.39 mmol) and formic acid (22 mg, 0.48 mmol) was stirred at 0° C. and then heated uat 60° C. for 1 h. Step 2: During this time, 2-amino-N-[2-fluoro-4-(4-fluoro-benzyloxy)-phenyl]-acetamide (1:1) hydrochloride (50 mg, 0.15 mmol) was extracted with DCM and sodium hydrogen carboante (saturated) and the organic layer evaporated. Then to a mixture of the acetic formic anhydride (Step 1) in dry THF (0.5 mL) was added a solution of the amine (Step 2) in dry THF (1... As a reaction SMILES: [C:1](OC(=O)C)(=[O:3])C.C(O)=O.[NH2:11][CH2:12][C:13]([NH:15][C:16]1[CH:21]=[CH:20][C:19]([O:22][CH2:23][C:24]2[CH:29]=[CH:28][C:27]([F:30])=[CH:26][CH:25]=2)=[CH:18][C:17]=1[F:31])=[O:14].Cl>C(Cl)Cl.[Na].[H][H]>[F:31][C:17]1[CH:18]=[C:19]([O:22][CH2:23][C:24]2[CH:25]=[CH:26][C:27]([F:30])=[CH:28][CH:29]=2)[CH:20]=[CH:21][C:16]=1[NH:15][C:13](=[O:14])[CH2:12][NH:11][CH:1]=[O:3] |f:5.6,^1:35|. Run at temperature 0 celsius. The reactants are C(C)(=O)OC(C)=O (acetic anhydride), C(=O)O (formic acid), NCC(=O)NC1=C(C=C(C=C1)OCC1=CC=C(C=C1)F)F (2-amino-N-[2-fluoro-4-(4-fluoro-benzyloxy)-phenyl]-acetamide), Cl (hydrochloride). The yield is 91.0%.